This data is from the Open Reaction Database (ORD), a public repository of structured organic reaction records. The task is: describe an organic reaction: reactants, conditions, products, and yield The reactants are product A2, CN(CCCN1CCNCC1)C (1-(3-dimethylaminopropyl)-piperazine), Cl.COC1=CC=C(C=2CC(OC21)(C)C)C2=NN(C([C@@H]1CC=CC[C@H]21)=O)C2=CC=C(C=C2)C(=O)N2CCN(CC2)C\C=C\C2=CC=CC=C2 ((4aS,8aR)-4-(7-methoxy-2,2-dimethyl-2,3-dihydro-benzofuran-4-yl)-2-(4-{1-[4-((E)-3-phenyl-allyl)-piperazin-1-yl]-methanoyl}-phenyl)-4a,5,8,8a-tetrahydro-2H-phthalazin-1-one hydrochloride). The product is Cl.Cl.CN(CCCN1CCN(CC1)C(=O)C1=CC=C(C=C1)N1C([C@@H]2CC=CC[C@@H]2C(=N1)C1=CC=C(C2=C1CC(O2)(C)C)OC)=O)C ((4aS,8aR)-2-(4-{1-[4-(3-Dimethylamino-propyl)-piperazin-1-yl]-methanoyl}-phenyl)-4-(7-methoxy-2,2-dimethyl-2,3-dihydro-benzofuran-4-yl)-4a,5,8,8a-tetrahydro-2H-phthalazin-1-one dihydrochloride). Reaction SMILES: [CH3:1][N:2]([CH3:12])[CH2:3][CH2:4][CH2:5][N:6]1[CH2:11][CH2:10][NH:9][CH2:8][CH2:7]1.[ClH:13].[CH3:14][O:15][C:16]1[C:24]2[O:23][C:22]([CH3:26])([CH3:25])[CH2:21][C:20]=2[C:19]([C:27]2[C@@H:36]3[C@@H:31]([CH2:32][CH:33]=[CH:34][CH2:35]3)[C:30](=[O:37])[N:29]([C:38]3[CH:43]=[CH:42][C:41]([C:44](N4CCN(C/C=C/C5C=CC=CC=5)CC4)=[O:45])=[CH:40][CH:39]=3)[N:28]=2)=[CH:18][CH:17]=1>>[ClH:13].[ClH:13].[CH3:12][N:2]([CH3:1])[CH2:3][CH2:4][CH2:5][N:6]1[CH2:7][CH2:8][N:9]([C:44]([C:41]2[CH:42]=[CH:43][C:38]([N:29]3[N:28]=[C:27]([C:19]4[C:20]5[CH2:21][C:22]([CH3:26])([CH3:25])[O:23][C:24]=5[C:16]([O:15][CH3:14])=[CH:17][CH:18]=4)[C@@H:36]4[C@@H:31]([CH2:32][CH:33]=[CH:34][CH2:35]4)[C:30]3=[O:37])=[CH:39][CH:40]=2)=[O:45])[CH2:10][CH2:11]1 |f:1.2,3.4.5|. Procedure details: Prepared from intermediate product A2 and 1-(3-dimethylaminopropyl)-piperazine as described for compound 8. M.p. 262° C. (with decomposition).